Dataset: the Open Reaction Database (ORD), a public repository of structured organic reaction records. Task: describe an organic reaction: reactants, conditions, products, and yield Reactants: CCN=C=NCCCN(C)C (EDCI), Cl.NC=1C=NC=C(C1N1CCC(CC1)C(=O)N1CCN(CC1)C)F ([1-(3-amino-5-fluoro-4-pyridyl)-4-piperidyl]-(4-methylpiperazin-1-yl)methanone hydrochloride), CCN(C(C)C)C(C)C (DIPEA), C(#N)CC(=O)O (2-cyanoacetic acid). The solvent is C(Cl)Cl (DCM), C(Cl)Cl (DCM). Run at time 8 hour. The product is C(#N)CC(=O)NC=1C=NC=C(C1N1CCC(CC1)C(=O)N1CCN(CC1)C)F (2-cyano-N-(5-fluoro-4-(4-(4-methylpiperazine-1-carbonyl)piperidin-1-yl)pyridin-3-yl)acetamide). Yield: 89.7%. Reaction SMILES: Cl.[NH2:2][C:3]1[CH:4]=[N:5][CH:6]=[C:7]([F:24])[C:8]=1[N:9]1[CH2:14][CH2:13][CH:12]([C:15]([N:17]2[CH2:22][CH2:21][N:20]([CH3:23])[CH2:19][CH2:18]2)=[O:16])[CH2:11][CH2:10]1.CCN(C(C)C)C(C)C.[C:34]([CH2:36][C:37](O)=[O:38])#[N:35].CCN=C=NCCCN(C)C>C(Cl)Cl>[C:34]([CH2:36][C:37]([NH:2][C:3]1[CH:4]=[N:5][CH:6]=[C:7]([F:24])[C:8]=1[N:9]1[CH2:10][CH2:11][CH:12]([C:15]([N:17]2[CH2:18][CH2:19][N:20]([CH3:23])[CH2:21][CH2:22]2)=[O:16])[CH2:13][CH2:14]1)=[O:38])#[N:35] |f:0.1|. Procedure: To a solution of [1-(3-amino-5-fluoro-4-pyridyl)-4-piperidyl]-(4-methylpiperazin-1-yl)methanone hydrochloride 17b (300 mg, 0.8383 mmol) and DIPEA (541.8 mg, 730.2 μL, 4.192 mmol) in DCM (8 mL) was added cyanoacetic acid 7 (106.9 mg, 1.257 mmol). The reaction mixture was cooled on an ice bath and EDCI (241.0 mg, 1.257 mmol) was then added. The mixture was stirred at room temperature overnight, then heated under reflux for 4 h. The reaction mixture was cooled to room temperature and diluted with D... Reactants: COC=1C=C(C(=O)N2CCN(CC2)CCCl)C=CC1OC (2-[4-(3,4-dimethoxybenzoyl)-1-piperazinyl]ethyl chloride), [Cl-].[NH4+] (ammonium chloride), CN(C(=O)C=1NC2=C(N1)C=CC=C2)C2=NC(=CC(=C2)C)C (N-methyl-N-(4,6-dimethyl-2-pyridyl)benzimidazole-2-carboxamide), [H-].[Na+] (sodium hydride). Run in CS(=O)C (DMSO), CS(=O)C (DMSO). Conditions: time 1 hour. Yields the product CN(C(=O)C1=NC2=C(N1CCN1CCN(CC1)C(C1=CC(=C(C=C1)OC)OC)=O)C=CC=C2)C2=NC(=CC(=C2)C)C (N-Methyl-N-(4,6-dimethyl-2-pyridyl)-1-[2-(4-(3,4-dimethoxybenzoyl)-1-piperazinyl)ethyl]benzimidazole-2-carboxamide). The yield is 79.2%. RXN SMILES: [CH3:1][N:2]([C:14]1[CH:19]=[C:18]([CH3:20])[CH:17]=[C:16]([CH3:21])[N:15]=1)[C:3]([C:5]1[NH:6][C:7]2[CH:13]=[CH:12][CH:11]=[CH:10][C:8]=2[N:9]=1)=[O:4].[H-].[Na+].[CH3:24][O:25][C:26]1[CH:27]=[C:28]([CH:40]=[CH:41][C:42]=1[O:43][CH3:44])[C:29]([N:31]1[CH2:36][CH2:35][N:34]([CH2:37][CH2:38]Cl)[CH2:33][CH2:32]1)=[O:30].[Cl-].[NH4+]>CS(C)=O>[CH3:1][N:2]([C:14]1[CH:19]=[C:18]([CH3:20])[CH:17]=[C:16]([CH3:21])[N:15]=1)[C:3]([C:5]1[N:6]([CH2:38][CH2:37][N:34]2[CH2:35][CH2:36][N:31]([C:29](=[O:30])[C:28]3[CH:40]=[CH:41][C:42]([O:43][CH3:44])=[C:26]([O:25][CH3:24])[CH:27]=3)[CH2:32][CH2:33]2)[C:7]2[CH:13]=[CH:12][CH:11]=[CH:10][C:8]=2[N:9]=1)=[O:4] |f:1.2,4.5|. Reported procedure: In an argon atmosphere, N-methyl-N-(4,6-dimethyl-2-pyridyl)benzimidazole-2-carboxamide (2.00 g) was dissolved in DMSO (15 ml), and 60% sodium hydride (0.33 g) was added and stirred at room temperature for 1 hr. A solution (7 ml) of 2-[4-(3,4-dimethoxybenzoyl)-1-piperazinyl]ethyl chloride (2.20 g) in DMSO was added dropwise and allowed to react overnight at room temperature under agitation. The reaction solution was added to an aqueous solution of ammonium chloride and extracted with chloroform, ... Starting materials: Cc1ccccc1, CC(C)NC(C)C, CC1(C)CC2(CC(C)(C)N1c1nc(Cl)nc(Cl)n1)OCCO2, [Na+], [OH-], O. Yields the product CC(C)N(c1nc(Cl)nc(N2C(C)(C)CC3(CC2(C)C)OCCO3)n1)C(C)C. Reaction SMILES: [CH3:32][c:33]1[cH:34][cH:35][cH:36][cH:37][cH:38]1.[CH:1]([CH3:2])([CH3:3])[NH:4][CH:5]([CH3:6])[CH3:7].[Cl:8][c:9]1[n:10][c:11]([N:16]2[C:17]([CH3:28])([CH3:29])[CH2:18][C:19]3([CH2:20][C:21]2([CH3:22])[CH3:23])[O:24][CH2:25][CH2:26][O:27]3)[n:12][c:13]([Cl:15])[n:14]1.[Na+:31].[OH-:30].[OH2:39]>>[CH:1]([CH3:2])([CH3:3])[N:4]([CH:5]([CH3:6])[CH3:7])[c:13]1[n:12][c:11]([N:16]2[C:17]([CH3:28])([CH3:29])[CH2:18][C:19]3([CH2:20][C:21]2([CH3:22])[CH3:23])[O:24][CH2:25][CH2:26][O:27]3)[n:10][c:9]([Cl:8])[n:14]1. Reactants: C1CCN(CC1)C2CCNCC2, C1=CC(=CC=C1Br)I. The reagents and catalysts are CC(C)(C)[O-].[Na+], CC1(C2=C(C(=CC=C2)P(C3=CC=CC=C3)C4=CC=CC=C4)OC5=C1C=CC=C5P(C6=CC=CC=C6)C7=CC=CC=C7)C, C1=CC=C(C=C1)/C=C/C(=O)/C=C/C2=CC=CC=C2.C1=CC=C(C=C1)/C=C/C(=O)/C=C/C2=CC=CC=C2.C1=CC=C(C=C1)/C=C/C(=O)/C=C/C2=CC=CC=C2.[Pd].[Pd]. The solvent is CC1=CC=CC=C1. Reaction conditions: temperature 80 celsius. Yields the product C1CCN(CC1)C2CCN(CC2)C3=CC=C(C=C3)Br. Yield: 64.4%. Procedure: TRIS(DIBENZYLIDENEACETONE)DIPALLADIUM(0) (0.162 g, 0.18 mmol) was added to 1,4'-bipiperidine (0.595 g, 3.53 mmol), 1-bromo-4-iodobenzene (1.000 g, 3.53 mmol), (9,9-dimethyl-9H-xanthene-4,5-diyl)bis(diphenylphosphine) (0.205 g, 0.35 mmol) and sodium 2-methylpropan-2-olate (0.408 g, 4.24 mmol) in toluene (10 mL). The resulting mixture was degassed again and was stirred at 80 °C for 18 hours under nitrogen. The reaction mixture was cooled to room temperature and filtered then the filtrate was dilut... Starting materials: [Al+3], C1CCOC1, Cl, [H-], [H-], [H-], [H-], [H][H], [Li+], COC(=O)c1cccc(-c2nnn[nH]2)c1. The product is OCc1cccc(-c2nnn[nH]2)c1. RXN SMILES: [Al+3:2].[CH2:25]1[O:26][CH2:27][CH2:28][CH2:29]1.[ClH:22].[H-:1].[H-:4].[H-:5].[H-:6].[H:23][H:24].[Li+:3].[nH:7]1[n:8][n:9][n:10][c:11]1-[c:12]1[cH:13][c:14]([C:15](=[O:16])[O:17][CH3:18])[cH:19][cH:20][cH:21]1>>[n:7]1[n:8][n:9][nH:10][c:11]1-[c:12]1[cH:13][c:14]([CH2:15][OH:16])[cH:19][cH:20][cH:21]1. Procedure details: Example 67 is subsequently prepared from tert-butyl{3-(2-bromophenyl)-1-[(4-methylpiperidin-1-yl)carbonyl]propyl}carbamate and indole-4-sulfonyl chloride in the same manner that Example 5 is synthesized. ESI MS Calc. 517.1; Found: 518.2 (M+H)+. The product is BrC1=C(C=CC=C1)CCC(C(=O)N1CCC(CC1)C)NS(=O)(=O)C=1C=2C=CNC2C=CC1 (N-{3-(2-bromophenyl)-1-[(4-methylpiperidin-1-yl)carbonyl]propyl}-1H-indole-4-sulfonamide). RXN SMILES: C(OC(=O)[NH:7][CH:8]([C:18]([N:20]1[CH2:25][CH2:24][CH:23]([CH3:26])[CH2:22][CH2:21]1)=[O:19])[CH2:9][CH2:10][C:11]1[CH:16]=[CH:15][CH:14]=[CH:13][C:12]=1[Br:17])(C)(C)C.[NH:28]1[C:36]2[CH:35]=[CH:34][CH:33]=[C:32]([S:37](Cl)(=[O:39])=[O:38])[C:31]=2[CH:30]=[CH:29]1>>[Br:17][C:12]1[CH:13]=[CH:14][CH:15]=[CH:16][C:11]=1[CH2:10][CH2:9][CH:8]([NH:7][S:37]([C:32]1[C:31]2[CH:30]=[CH:29][NH:28][C:36]=2[CH:35]=[CH:34][CH:33]=1)(=[O:38])=[O:39])[C:18]([N:20]1[CH2:21][CH2:22][CH:23]([CH3:26])[CH2:24][CH2:25]1)=[O:19]. Reactants: C(C)(C)(C)OC(NC(CCC1=C(C=CC=C1)Br)C(=O)N1CCC(CC1)C)=O (tert-butyl{3-(2-bromophenyl)-1-[(4-methylpiperidin-1-yl)carbonyl]propyl}carbamate), N1C=CC=2C(=CC=CC12)S(=O)(=O)Cl (indole-4-sulfonyl chloride).